From a dataset of the Open Reaction Database (ORD), a public repository of structured organic reaction records. describe an organic reaction: reactants, conditions, products, and yield The reactants are CC1=C(N=C(N1)C=1C=NC=CC1)C(C)=O (1-[5-methyl-2-(3-pyridinyl)-1H-imidazol-4-yl]ethanone), C(C1=CC=CC=C1)Cl (benzyl chloride), C(C)(C)N(C(C)C)CC (N,N-diisopropylethylamine). The solvent is O1CCOCC1 (dioxane). The product is [Cl-].C(C)(=O)C=1N=C(NC1C)C=1C=[N+](C=CC1)CC1=CC=CC=C1 (3-(4-Acetyl-5-methyl-1H-imidazol-2-yl)-1-(phenylmethyl)pyridinium chloride). RXN SMILES: [CH3:1][C:2]1[NH:6][C:5]([C:7]2[CH:8]=[N:9][CH:10]=[CH:11][CH:12]=2)=[N:4][C:3]=1[C:13](=[O:15])[CH3:14].[CH2:16]([Cl:23])[C:17]1[CH:22]=[CH:21][CH:20]=[CH:19][CH:18]=1.C(N(CC)C(C)C)(C)C>O1CCOCC1>[Cl-:23].[C:13]([C:3]1[N:4]=[C:5]([C:7]2[CH:8]=[N+:9]([CH2:16][C:17]3[CH:22]=[CH:21][CH:20]=[CH:19][CH:18]=3)[CH:10]=[CH:11][CH:12]=2)[NH:6][C:2]=1[CH3:1])(=[O:15])[CH3:14] |f:4.5|. Procedure: A mixture of 10.0 g (0.05 mole) of 1-[5-methyl-2-(3-pyridinyl)-1H-imidazol-4-yl]ethanone, 13 ml (0.1+ mole) of benzyl chloride, 10 ml (0.05+ mole) of N,N-diisopropylethylamine and 250 ml of dioxane was stirred at reflux for 18 hours. The resulting precipitate was collected by filtration of the hot mixture, washed free of color with tetrahydrofuran, then dried in vacuo at 100° C. and gave 12.2 g of the desired product as a yellow solid, mp 230°-232° C. The reactants are CO, COC(=O)c1ccc(CN2CCOc3ccc(NC(=O)OC4CCCC4)cc32)c(OC)c1, Cl, [Li+], [OH-], O, O. Product: COc1cc(C(=O)O)ccc1CN1CCOc2ccc(NC(=O)OC3CCCC3)cc21. As a reaction SMILES: [CH3:37][OH:38].[CH:4]1([O:9][C:10](=[O:11])[NH:12][c:13]2[cH:14][cH:15][c:16]3[c:17]([cH:35]2)[N:18]([CH2:22][c:23]2[c:24]([O:33][CH3:34])[cH:25][c:26]([C:27](=[O:28])[O:29][CH3:30])[cH:31][cH:32]2)[CH2:19][CH2:20][O:21]3)[CH2:5][CH2:6][CH2:7][CH2:8]1.[ClH:36].[Li+:3].[OH-:2].[OH2:1].[OH2:39]>>[CH:4]1([O:9][C:10](=[O:11])[NH:12][c:13]2[cH:14][cH:15][c:16]3[c:17]([cH:35]2)[N:18]([CH2:22][c:23]2[c:24]([O:33][CH3:34])[cH:25][c:26]([C:27](=[O:28])[OH:29])[cH:31][cH:32]2)[CH2:19][CH2:20][O:21]3)[CH2:5][CH2:6][CH2:7][CH2:8]1. The reactants are NC=1C(=C(C(=NC1S)C)C(=O)OCC)NC(C)CC (5-amino-4-sec.butylamino-6-mercapto-2-methylpyridine-3-carboxylic acid, ethyl ester), N(=O)[O-].[Na+] (sodium nitrite). The solvent is C(C)(=O)O (acetic acid). Yields the product C(C)(CC)NC1=C2C(=NC(=C1C(=O)OCC)C)SN=N2 (7-(sec.-butylamino)-5-methyl[1,2,3]thiadiazolo[5,4-b]pyridine-6-carboxylic acid, ethyl ester). The yield is 72.0%. RXN SMILES: [NH2:1][C:2]1[C:3]([NH:15][CH:16]([CH2:18][CH3:19])[CH3:17])=[C:4]([C:10]([O:12][CH2:13][CH3:14])=[O:11])[C:5]([CH3:9])=[N:6][C:7]=1[SH:8].[N:20]([O-])=O.[Na+]>C(O)(=O)C>[CH:16]([NH:15][C:3]1[C:4]([C:10]([O:12][CH2:13][CH3:14])=[O:11])=[C:5]([CH3:9])[N:6]=[C:7]2[S:8][N:20]=[N:1][C:2]=12)([CH2:18][CH3:19])[CH3:17] |f:1.2|. Procedure details: By treating 5-amino-4-sec.butylamino-6-mercapto-2-methylpyridine-3-carboxylic acid, ethyl ester with sodium nitrite in acetic acid as described in Example 1 e, 7-(sec.-butylamino)-5-methyl[1,2,3]thiadiazolo[5,4-b]pyridine-6-carboxylic acid, ethyl ester is obtained, yield 72% m.p. 48°-50° (ether). Reactants: [I-].C(C)[N+]1(CCC(CC1)=O)C (1-Ethyl-1-methyl-4-oxopiperidinium iodide), C(O)([O-])=O.[Na+] (Sodium hydrogen carbonate), C1(CC1)N (cyclopropylamine). The solvent is O (water), C1(=CC=CC=C1)C (toluene). Reaction conditions: temperature 78 celsius. The product is C1(CC1)N1CCC(CC1)=O (1-cyclopropylpiperidin-4-one). Yield: 53.0%. As a reaction SMILES: [I-].[CH2:2]([N+:4]1(C)[CH2:9][CH2:8][C:7](=[O:10])[CH2:6][CH2:5]1)[CH3:3].[CH:12]1(N)CC1.C(=O)([O-])O.[Na+]>C1(C)C=CC=CC=1.O>[CH:2]1([N:4]2[CH2:9][CH2:8][C:7](=[O:10])[CH2:6][CH2:5]2)[CH2:3][CH2:12]1 |f:0.1,3.4|. Procedure: 1-Ethyl-1-methyl-4-oxopiperidinium iodide (Journal of the Chemical Society (1949), 708-15; 15 g, 55.74 mmol) was added to cyclopropylamine (Aldrich; 19.3 mL, 278.69 mmol) in toluene (150 mL). Sodium hydrogen carbonate (469 mg, 5.57 mmol) in water (21 mL) was added and the mixture heated at 78° C. over night. The mixture was cooled and the layers separated. The aqueous layer was extracted (×2) with ethyl acetate and the combined organics washed with brine, dried (MgSO4) and concentrated. Column c... Starting materials: CN1CCC(CCCOc2cc3ncnc(Nc4cccc(Br)c4)c3cc2[N+](=O)[O-])CC1, CC(=O)O, CCO, [Fe], [Na+], [OH-], O. Yields the product CN1CCC(CCCOc2cc3ncnc(Nc4cccc(Br)c4)c3cc2N)CC1. As a reaction SMILES: [Br:1][c:2]1[cH:3][c:4]([NH:8][c:9]2[n:10][cH:11][n:12][c:13]3[cH:14][c:15]([O:22][CH2:23][CH2:24][CH2:25][CH:26]4[CH2:27][CH2:28][N:29]([CH3:32])[CH2:30][CH2:31]4)[c:16]([N+:19]([O-:20])=[O:21])[cH:17][c:18]23)[cH:5][cH:6][cH:7]1.[CH3:33][C:34](=[O:35])[OH:36].[CH3:40][CH2:41][OH:42].[Fe:43].[Na+:38].[OH-:37].[OH2:39]>>[Br:1][c:2]1[cH:3][c:4]([NH:8][c:9]2[n:10][cH:11][n:12][c:13]3[cH:14][c:15]([O:22][CH2:23][CH2:24][CH2:25][CH:26]4[CH2:27][CH2:28][N:29]([CH3:32])[CH2:30][CH2:31]4)[c:16]([NH2:19])[cH:17][c:18]23)[cH:5][cH:6][cH:7]1.